From a dataset of the Open Reaction Database (ORD), a public repository of structured organic reaction records. describe an organic reaction: reactants, conditions, products, and yield Reactants: [NH4+] (Ammonium), FC(C(=O)OC)(C(C(C(C(C(C(F)(F)F)(F)F)(F)F)(F)F)(F)F)(F)F)F (methyl perfluorooctanoate), N (ammonia), N (ammonia), [NH4+] (ammonium). Run in O1CCCC1 (tetrahydrofurane). Conditions: temperature 45 celsius, time 12 hour. The product is FC(C(=O)N)(C(C(C(C(C(C(F)(F)F)(F)F)(F)F)(F)F)(F)F)(F)F)F (perfluorooctanoic acid amide). The yield is 99.0%. Reaction SMILES: [F:1][C:2]([F:26])([C:7]([F:25])([F:24])[C:8]([F:23])([F:22])[C:9]([F:21])([F:20])[C:10]([F:19])([F:18])[C:11]([F:17])([F:16])[C:12]([F:15])([F:14])[F:13])[C:3](OC)=[O:4].[NH3:27].[NH4+]>O1CCCC1>[F:1][C:2]([F:26])([C:7]([F:25])([F:24])[C:8]([F:23])([F:22])[C:9]([F:21])([F:20])[C:10]([F:19])([F:18])[C:11]([F:17])([F:16])[C:12]([F:15])([F:14])[F:13])[C:3]([NH2:27])=[O:4]. Procedure: A 3-1, four-necked, round-bottomed flask equipped with stirrer, thermometer, reflux condenser with bubble counter and inlet gas-tube, is charged with 745 g (1.74 mol) of methyl perfluorooctanoate and 1.5 l tetrahydrofurane. A stream of ammonia is passed from a pressure tank into the stirring solution. The ammonia feed rate is such that a negligible amount of gas is observed exiting the reactor as observed in the bubble counter. Temperature of the mixture increases to 40-50° C. Ammonium supply is... Starting materials: C(C)(C)(C)[Si](OC1=CC(=C(C=O)C(=C1)C)C)(C)C (4-(tert-butyldimethyl-silanyloxy)-2,6-dimethylbenzaldehyde), CCCC[N+](CCCC)(CCCC)CCCC.[F-] (TBAF), solution. The solvent is C1CCOC1 (THF), C1CCOC1 (THF). Yields the product OC1=CC(=C(C=O)C(=C1)C)C (4-hydroxy-2,6-dimethylbenzaldehyde). As a reaction SMILES: C([Si](C)(C)[O:6][C:7]1[CH:14]=[C:13]([CH3:15])[C:10]([CH:11]=[O:12])=[C:9]([CH3:16])[CH:8]=1)(C)(C)C.CCCC[N+](CCCC)(CCCC)CCCC.[F-]>C1COCC1>[OH:6][C:7]1[CH:8]=[C:9]([CH3:16])[C:10]([CH:11]=[O:12])=[C:13]([CH3:15])[CH:14]=1 |f:1.2|. Reported procedure: To a stirred solution of 4-(tert-butyldimethyl-silanyloxy)-2,6-dimethylbenzaldehyde (2.4 g, 9 mmol) in THF (10 mL) was added TBAF (10 mL of a 1.0 M solution in THF). After an hour at ambient temperature, the reaction mixture was quenched with water and the aqueous layer was extracted with EtOAc. The organic layer was washed with water, brine, dried with MgSO4 and filtered. The solvent was removed under reduced pressure to give 4-hydroxy-2,6-dimethylbenzaldehyde as a yellow oil.